This data is from the Open Reaction Database (ORD), a public repository of structured organic reaction records. The task is: describe an organic reaction: reactants, conditions, products, and yield Reactants: Cl (hydrochloric acid), ClC1=CC=C(S1)C(=O)NNC(=O)NCCOC (2-[(5-Chloro-2-thienyl)carbonyl]-N-(2-methoxyethyl)hydrazinecarboxamide), [OH-].[Na+] (sodium hydroxide), [OH-].[Na+] (sodium hydroxide). Yields the product ClC1=CC=C(S1)C=1N(C(NN1)=O)CCOC (5-(5-Chloro-2-thienyl)-4-(2-methoxyethyl)-2,4-dihydro-3H-1,2,4-triazol-3-one). RXN SMILES: [Cl:1][C:2]1[S:6][C:5]([C:7]([NH:9][NH:10][C:11]([NH:13][CH2:14][CH2:15][O:16][CH3:17])=[O:12])=O)=[CH:4][CH:3]=1.[OH-].[Na+].Cl>>[Cl:1][C:2]1[S:6][C:5]([C:7]2[N:13]([CH2:14][CH2:15][O:16][CH3:17])[C:11](=[O:12])[NH:10][N:9]=2)=[CH:4][CH:3]=1 |f:1.2|. Procedure: Of the compound from Example 167A, 4.85 g (17.46 mmol) were dissolved in 17 ml (52.39 mmol) of 3M aqueous sodium hydroxide solution and heated under reflux for 168 h. During this, after 16, 40, 64 and 88 h, 1.05 g portions (26.19 mmol, in total 104.76 mmol) of solid sodium hydroxide were added. The batch was acidified to pH 10 using 1M hydrochloric acid, and the mixture was extracted with twice 30 ml of ethyl acetate. The combined organic phases were dried over sodium sulphate, filtered, freed f... Starting materials: FC1=CC=C(C=O)C=C1 (p-Fluorobenzaldehyde), τ-picoline-N-oxide, C(C=C)N(CC=C)C1=C(C=O)C=CC=C1 (diallylaminobenzaldehyde), C(C=C)NCC=C (diallylamine), C(=O)([O-])[O-].[K+].[K+] (K2CO3). The solvent is CO (methanol), CS(=O)C (DMSO). Yields the product C(C=C)N(CC=C)C=1C(=[N+](C=CC1)[O-])C=CC1=CC=CC=C1 (diallylaminostyryl pyridine-N-oxide). RXN SMILES: F[C:2]1[CH:9]=[CH:8][C:5]([CH:6]=O)=[CH:4][CH:3]=1.C([N:13]([C:17]1[CH:24]=[CH:23][CH:22]=[CH:21][C:18]=1C=O)CC=C)C=C.[CH2:25]([NH:28][CH2:29][CH:30]=[CH2:31])[CH:26]=[CH2:27].C([O-])([O-])=[O:33].[K+].[K+]>CS(C)=O.CO>[CH2:25]([N:28]([C:22]1[C:23]([CH:24]=[CH:6][C:5]2[CH:8]=[CH:9][CH:2]=[CH:3][CH:4]=2)=[N+:13]([O-:33])[CH:17]=[CH:18][CH:21]=1)[CH2:29][CH:30]=[CH2:31])[CH:26]=[CH2:27] |f:3.4.5|. Procedure: Synthesis of the structural chromophore building blocks is summarized in FIG. 2. p-Fluorobenzaldehyde can be converted to diallylaminobenzaldehyde by refluxing with diallylamine in DMSO in the presence of K2CO3. By treating diallyaminobenzaldehyde with τ-picoline-N-oxide in dry methanol with Triton B as a catalyst, one obtains yellow crystalline diallylaminostyryl pyridine-N-oxide. The reason for using τ-picoline-N-oxide instead of τ-picoline is that τ-picoline is not sufficiently reactive with ... The reactants are material, N (NH3), ClC1=NC=C(C=C1C#N)C1=CC=C(C=C1)Cl (2-chloro-5-(4-chlorophenyl)-3-pyridinecarbonitrile), N (NH3), ice water. Run in CS(=O)C (DMSO), CS(=O)C (DMSO). Conditions: time 60 hour. Product: NC1=NC=C(C=C1C#N)C1=CC=C(C=C1)Cl (2-AMINO-5-(4-CHLOROPHENYL)-3-PYRIDINECARBONITRILE). As a reaction SMILES: Cl[C:2]1[C:7]([C:8]#[N:9])=[CH:6][C:5]([C:10]2[CH:15]=[CH:14][C:13]([Cl:16])=[CH:12][CH:11]=2)=[CH:4][N:3]=1.[NH3:17]>CS(C)=O>[NH2:17][C:2]1[C:7]([C:8]#[N:9])=[CH:6][C:5]([C:10]2[CH:15]=[CH:14][C:13]([Cl:16])=[CH:12][CH:11]=2)=[CH:4][N:3]=1. Procedure details: A solution of 2-chloro-5-(4-chlorophenyl)-3-pyridinecarbonitrile (2.0 grams) in 30 ml DMSO was heated in an oil bath at 80°-90° C. and then treated with gaseous NH3 for 21/2 hours. The reaction mixture was allowed to stand at room temperature for about 60 hours and then additional starting material (4 g) in 35 ml DMSO was added. The mixture was then treated with NH3 at 80°-90° C. for about 28 hours and poured into ice water. The tan solid precipitate which formed was filtered and used without fu... The reactants are CC(=O)O, O=[N+]([O-])c1ccc(F)cc1O, [Zn]. The product is Nc1ccc(F)cc1O. Reaction SMILES: [CH3:12][C:13](=[O:14])[OH:15].[F:1][c:2]1[cH:3][c:4]([OH:11])[c:5]([N+:8]([O-:9])=[O:10])[cH:6][cH:7]1.[Zn:16]>>[F:1][c:2]1[cH:3][c:4]([OH:11])[c:5]([NH2:8])[cH:6][cH:7]1. The reactants are CC#N, CCOC(=O)c1c(C)nc2c(-c3c(C)cc(C)cc3C)c(C)nn2c1Cl, CCC(N)CC. The product is CCOC(=O)c1c(C)nc2c(-c3c(C)cc(C)cc3C)c(C)nn2c1NC(CC)CC. Reaction SMILES: [CH3:33][C:34]#[N:35].[Cl:7][c:8]1[c:9]([C:28](=[O:29])[O:30][CH2:31][CH3:32])[c:10]([CH3:27])[n:11][c:12]2[n:13]1[n:14][c:15]([CH3:26])[c:16]2-[c:17]1[c:18]([CH3:25])[cH:19][c:20]([CH3:24])[cH:21][c:22]1[CH3:23].[NH2:1][CH:2]([CH2:3][CH3:4])[CH2:5][CH3:6]>>[NH:1]([CH:2]([CH2:3][CH3:4])[CH2:5][CH3:6])[c:8]1[c:9]([C:28](=[O:29])[O:30][CH2:31][CH3:32])[c:10]([CH3:27])[n:11][c:12]2[n:13]1[n:14][c:15]([CH3:26])[c:16]2-[c:17]1[c:18]([CH3:25])[cH:19][c:20]([CH3:24])[cH:21][c:22]1[CH3:23].